Dataset: the Open Reaction Database (ORD), a public repository of structured organic reaction records. Task: describe an organic reaction: reactants, conditions, products, and yield Starting materials: C(C)N(C(C1=C(C(=CC=C1)C)C)=O)CC (N,N-diethyl-2,3-dimethylbenzamide), OC1CN(CCC1)CCC#N (3-(3-hydroxypiperidin-1-yl)propionitrile). The product is OC1CN(CCC1)CCC=1NC(C2=CC=CC=C2C1)=O (3-[2-(3-hydroxypiperidin-1-yl)ethyl]-2H-isoquinolin-1-one). Isolated yield 19.2%. RXN SMILES: C([N:3]([CH2:14][CH3:15])[C:4](=[O:13])[C:5]1[CH:10]=[CH:9][CH:8]=[C:7](C)[C:6]=1[CH3:12])C.[OH:16][CH:17]1[CH2:22][CH2:21][CH2:20][N:19]([CH2:23]CC#N)[CH2:18]1>>[OH:16][CH:17]1[CH2:22][CH2:21][CH2:20][N:19]([CH2:23][CH2:15][C:14]2[NH:3][C:4](=[O:13])[C:5]3[C:6]([CH:12]=2)=[CH:7][CH:8]=[CH:9][CH:10]=3)[CH2:18]1. Reported procedure: By the reaction in the same manner as in Example 1a, using N,N-diethyl-2,3-dimethylbenzamide (5.2474 g) and 3-(3-hydroxypiperidin-1-yl)propionitrile (2.62 g), 3-[2-(3-hydroxypiperidin-1-yl)ethyl]-2H-isoquinolin-1-one (888.2 mg) was obtained. The reactants are COC(=O)C=1C=CC(=NC1)C(=O)O (5-(methoxycarbonyl)pyridine-2-carboxylic acid), C(C)(C)OCCCN (3-isopropoxypropylamine). Product: C(C)(C)OCCCNC(=O)C1=NC=C(C(=O)O)C=C1 (6-[(3-isopropoxypropyl)carbamoyl]nicotinic acid). As a reaction SMILES: C[O:2][C:3]([C:5]1[CH:6]=[CH:7][C:8]([C:11]([OH:13])=O)=[N:9][CH:10]=1)=[O:4].[CH:14]([O:17][CH2:18][CH2:19][CH2:20][NH2:21])([CH3:16])[CH3:15]>>[CH:14]([O:17][CH2:18][CH2:19][CH2:20][NH:21][C:11]([C:8]1[CH:7]=[CH:6][C:5]([C:3]([OH:2])=[O:4])=[CH:10][N:9]=1)=[O:13])([CH3:16])[CH3:15]. Reported procedure: The title compound was synthesized in two steps. The first as described for Intermediate example I-97, starting from 5-(methoxycarbonyl)pyridine-2-carboxylic acid and 3-isopropoxypropylamine, and the second as described for Intermediate example I-98, starting from the product received in the first step which was first purified by column chromatography using a gradient of ethyl acetate in heptane. Total yield (two steps) 22%; 1H NMR (400 MHz, DMSO-d6) δ ppm 9.06 (d, 1 H), 8.99 (t, 1 H), 8.43 (dd,... Run in CC(=O)C (acetone), C(C)(=O)OCC (ethyl acetate). The yield is 79.7%. The reactants are C12(CC3CC(CC(C1)C3)C2)C(C(C(=O)NC2=C(C=CC(=C2)[N+](=O)[O-])OC)Cl)=O (2-[3-(1-adamantyl)-2-chloro-3-oxopropanamido]-4-nitroanisole), CC1(C(NC(O1)=O)=O)C (5,5-dimethyloxazolidine-2,4-dione), ( 0.12 ), C([O-])([O-])=O.[K+].[K+] (potassium carbonate). Reaction SMILES: [C:1]12([C:11](=[O:28])[CH:12](Cl)[C:13]([NH:15][C:16]3[CH:21]=[C:20]([N+:22]([O-:24])=[O:23])[CH:19]=[CH:18][C:17]=3[O:25][CH3:26])=[O:14])[CH2:10][CH:5]3[CH2:6][CH:7]([CH2:9][CH:3]([CH2:4]3)[CH2:2]1)[CH2:8]2.[CH3:29][C:30]1([CH3:37])[O:34][C:33](=[O:35])[NH:32][C:31]1=[O:36].C(=O)([O-])[O-].[K+].[K+]>CC(C)=O.C(OCC)(=O)C>[C:1]12([C:11](=[O:28])[CH:12]([N:32]3[C:31](=[O:36])[C:30]([CH3:37])([CH3:29])[O:34][C:33]3=[O:35])[C:13]([NH:15][C:16]3[CH:21]=[C:20]([N+:22]([O-:24])=[O:23])[CH:19]=[CH:18][C:17]=3[O:25][CH3:26])=[O:14])[CH2:10][CH:5]3[CH2:6][CH:7]([CH2:9][CH:3]([CH2:4]3)[CH2:2]1)[CH2:8]2 |f:2.3.4|. The product is C12(CC3CC(CC(C1)C3)C2)C(C(C(=O)NC2=C(C=CC(=C2)[N+](=O)[O-])OC)N2C(OC(C2=O)(C)C)=O)=O (2-[3-(1-adamantyl)-2-(5,5-dimethyl-2,4-dioxooxazolidinyl)-3-oxopropanamido]-4-nitroanisole). Procedure details: A suspension of 16.28 g (0.04 mol) of [4], 5.17 g (0.04 mol) of 5,5-dimethyloxazolidine-2,4-dione, and 16.58 g (0.12) mol of anhydrous potassium carbonate in 380 mL of dried acetone was refluxed for 3 hours. Thin layer chromatographic analysis indicated that the reaction was complete. The reaction mixture was concentrated in vacuo to yield an orange-colored solid. It was dissolved in ethyl acetate and the organic layer was washed with HCl (10%) and brine until neutrality. The organic layer was d... The reactants are C(C1=CC=CC=C1)(C1=CC=CC=C1)=NC1=CC=CC=2C(C3=CC=CC=C3OC12)=C1CC2CCC(C1)N2C(C(F)(F)F)=O (1-{3-[4-(benzhydrylidene-amino)-xanthen-9-ylidene]-8-aza-bicyclo[3.2.1]oct-8-yl}-2,2,2-trifluoroethanone), C(C)(=O)[O-].[Na+] (sodium acetate), Cl.NO (hydroxylamine hydrochloride), [OH-].[Na+] (Sodium hydroxide). The solvent is O (water), C(Cl)Cl (Methylene chloride), CO (methanol). Run at time 2.5 day. Product: C12CC(CC(CC1)N2)=C2C1=CC=CC=C1OC=1C(=CC=CC21)N (9-(8-Aza-bicyclo[3.2.1]oct-3-ylidene)-9H-xanthen-4-ylamine). Reaction SMILES: C(=[N:14][C:15]1[C:28]2[O:27][C:26]3[C:21](=[CH:22][CH:23]=[CH:24][CH:25]=3)[C:20](=[C:29]3[CH2:35][CH:34]4[N:36](C(=O)C(F)(F)F)[CH:31]([CH2:32][CH2:33]4)[CH2:30]3)[C:19]=2[CH:18]=[CH:17][CH:16]=1)(C1C=CC=CC=1)C1C=CC=CC=1.C([O-])(=O)C.[Na+].Cl.NO.[OH-].[Na+]>CO.O.C(Cl)Cl>[CH:31]12[NH:36][CH:34]([CH2:33][CH2:32]1)[CH2:35][C:29](=[C:20]1[C:19]3[CH:18]=[CH:17][CH:16]=[C:15]([NH2:14])[C:28]=3[O:27][C:26]3[C:21]1=[CH:22][CH:23]=[CH:24][CH:25]=3)[CH2:30]2 |f:1.2,3.4,5.6|. Procedure: A solution of 1-{3-[4-(benzhydrylidene-amino)-xanthen-9-ylidene]-8-aza-bicyclo[3.2.1]oct-8-yl}-2,2,2-trifluoroethanone in methanol (0.1 to 1 M solution) may be treated with sodium acetate (2 to 4 equiv) and hydroxylamine hydrochloride (1 to 3 equiv) and stirred at rt for 1 to 4 days. Sodium hydroxide may be added to make the solution basic, and the solution may be stirred at rt for 1 to 5 hr. Methylene chloride and water may be added, and the organic layer may be separated. After drying over a s... Reactants: FC1=CC=C(CN2C(N(CC2)C=2C=C(C(=O)OC)C=CN2)=O)C=C1 (methyl 2-(3-(4-fluorobenzyl)-2-oxoimidazolidin-1-yl)isonicotinate), FC1=C(CN2C(N(CC2)C=2C=C(C(=O)OC)C=CN2)=O)C=CC(=C1)F (methyl 2-(3-(2,4-difluorobenzyl)-2-oxoimidazolidin-1-yl)isonicotinate), FC1=CC=C(CN)C=C1 (4-fluorobenzylamine). The product is FC1=C(CN2C(N(CC2)C=2C=C(C(=O)NCC3=CC=C(C=C3)F)C=CN2)=O)C=CC(=C1)F (2-(3-(2,4-difluorobenzyl)-2-oxoimidazolidin-1-yl)-N-(4-fluorobenzyl)isonicotinamide). The yield is 55.0%. Reaction SMILES: [F:1][C:2]1[CH:24]=[CH:23][C:5]([CH2:6][N:7]2CCN(C3C=C(C=CN=3)C(OC)=O)C2=O)=[CH:4][CH:3]=1.[F:25][C:26]1[CH:48]=[C:47]([F:49])[CH:46]=[CH:45][C:27]=1[CH2:28][N:29]1[CH2:33][CH2:32][N:31]([C:34]2[CH:35]=[C:36]([CH:41]=[CH:42][N:43]=2)[C:37](OC)=[O:38])[C:30]1=[O:44].FC1C=CC(CN)=CC=1>>[F:25][C:26]1[CH:48]=[C:47]([F:49])[CH:46]=[CH:45][C:27]=1[CH2:28][N:29]1[CH2:33][CH2:32][N:31]([C:34]2[CH:35]=[C:36]([CH:41]=[CH:42][N:43]=2)[C:37]([NH:7][CH2:6][C:5]2[CH:23]=[CH:24][C:2]([F:1])=[CH:3][CH:4]=2)=[O:38])[C:30]1=[O:44]. Procedure details: Following the procedure as described in Example 15, making variations as required to replace methyl 2-(3-(4-fluorobenzyl)-2-oxoimidazolidin-1-yl)isonicotinate with methyl 2-(3-(2,4-difluorobenzyl)-2-oxoimidazolidin-1-yl)isonicotinate to react with 4-fluorobenzylamine, 2-(3-(2,4-difluorobenzyl)-2-oxoimidazolidin-1-yl)-N-(4-fluorobenzyl)isonicotinamide was obtained as a colorless solid in 55% yield: mp 171-173° C.; 1H NMR (300 MHz, CDCl3) δ 8.61 (s, 1H), 8.36 (dd, J=5.1, 0.6 Hz, 1H), 7.56-7.27 (m,...